Dataset: the Open Reaction Database (ORD), a public repository of structured organic reaction records. Task: describe an organic reaction: reactants, conditions, products, and yield Reactants: CC(C)(C)OC(=O)N1CCC(=O)CC1, C1CCOC1, [Cl-], [Li]CCCC, O, c1ccc([P+](Cc2ccc3ccccc3n2)(c2ccccc2)c2ccccc2)cc1. Yields the product CC(C)(C)OC(=O)N1CCC(=Cc2ccc3ccccc3n2)CC1. As a reaction SMILES: [C:37]([CH3:38])([CH3:39])([CH3:40])[O:41][C:42](=[O:43])[N:44]1[CH2:45][CH2:46][C:47](=[O:50])[CH2:48][CH2:49]1.[CH2:52]1[O:53][CH2:54][CH2:55][CH2:56]1.[Cl-:1].[Li:32][CH2:33][CH2:34][CH2:35][CH3:36].[OH2:51].[n:2]1[c:3]([CH2:12][P+:13]([c:14]2[cH:15][cH:16][cH:17][cH:18][cH:19]2)([c:20]2[cH:21][cH:22][cH:23][cH:24][cH:25]2)[c:26]2[cH:27][cH:28][cH:29][cH:30][cH:31]2)[cH:4][cH:5][c:6]2[cH:7][cH:8][cH:9][cH:10][c:11]12>>[n:2]1[c:3]([CH:12]=[C:47]2[CH2:46][CH2:45][N:44]([C:42]([O:41][C:37]([CH3:38])([CH3:39])[CH3:40])=[O:43])[CH2:49][CH2:48]2)[cH:4][cH:5][c:6]2[cH:7][cH:8][cH:9][cH:10][c:11]12. Reactants: BrCc1ccc2ccccc2c1, CN(C)C=O, CCCC1CN(C(=O)OC(C)(C)C)CC(O)C1c1ccc(Cl)cc1, [H-], [Na+]. The product is CCCC1CN(C(=O)OC(C)(C)C)CC(OCc2ccc3ccccc3c2)C1c1ccc(Cl)cc1. As a reaction SMILES: [Br:27][CH2:28][c:29]1[cH:30][c:31]2[cH:32][cH:33][cH:34][cH:35][c:36]2[cH:37][cH:38]1.[CH3:39][N:40]([CH3:41])[CH:42]=[O:43].[Cl:3][c:4]1[cH:5][cH:6][c:7]([CH:10]2[CH:11]([OH:26])[CH2:12][N:13]([C:19](=[O:20])[O:21][C:22]([CH3:23])([CH3:24])[CH3:25])[CH2:14][CH:15]2[CH2:16][CH2:17][CH3:18])[cH:8][cH:9]1.[H-:1].[Na+:2]>>[Cl:3][c:4]1[cH:5][cH:6][c:7]([CH:10]2[CH:11]([O:26][CH2:28][c:29]3[cH:30][c:31]4[cH:32][cH:33][cH:34][cH:35][c:36]4[cH:37][cH:38]3)[CH2:12][N:13]([C:19](=[O:20])[O:21][C:22]([CH3:23])([CH3:24])[CH3:25])[CH2:14][CH:15]2[CH2:16][CH2:17][CH3:18])[cH:8][cH:9]1.